This data is from the Open Reaction Database (ORD), a public repository of structured organic reaction records. The task is: describe an organic reaction: reactants, conditions, products, and yield Starting materials: CCOC(C)=O, ClCCl, O, Cc1ccc(S(=O)(=O)Cl)cc1, c1ccncc1, CC(O)Cc1cccnn1. Yields the product Cc1ccc(S(=O)(=O)OC(C)Cc2cccnn2)cc1. Reaction SMILES: [CH3:32][CH2:33][O:34][C:35](=[O:36])[CH3:37].[Cl:29][CH2:30][Cl:31].[OH2:28].[c:17]1([CH3:27])[cH:18][cH:19][c:20]([S:23](=[O:24])(=[O:25])[Cl:26])[cH:21][cH:22]1.[cH:11]1[cH:12][cH:13][n:14][cH:15][cH:16]1.[n:1]1[n:2][c:3]([CH2:7][CH:8]([CH3:9])[OH:10])[cH:4][cH:5][cH:6]1>>[n:1]1[n:2][c:3]([CH2:7][CH:8]([CH3:9])[O:10][S:23]([c:20]2[cH:19][cH:18][c:17]([CH3:27])[cH:22][cH:21]2)(=[O:24])=[O:25])[cH:4][cH:5][cH:6]1. The reactants are N1=CC=CC=C1 (pyridine), C1=C(C=CC2=CC=CC=C12)CO (Naphthalen-2-ylmethanol), P(Br)(Br)Br (PBr3). The solvent is C1(=CC=CC=C1)C (toluene). Reaction conditions: temperature 0 celsius, time 1 hour. Yields the product BrCC1=CC=CC2=CC=CC=C12 (1-(bromomethyl)naphthalene). RXN SMILES: [CH:1]1[C:10]2[C:5](=CC=CC=2)[CH:4]=[CH:3][C:2]=1CO.N1[CH:18]=[CH:17][CH:16]=[CH:15][CH:14]=1.P(Br)(Br)[Br:20]>C1(C)C=CC=CC=1>[Br:20][CH2:14][C:15]1[C:10]2[C:1](=[CH:2][CH:3]=[CH:4][CH:5]=2)[CH:18]=[CH:17][CH:16]=1. Procedure details: Naphthalen-2-ylmethanol (2.0 g, 12.7 mmol) was dissolved in toluene (30 mL) and pyridine (1.02 mL, 12.7 mmol) was added. The solution was cooled to 0° C. PBr3 (1.19 mL, 12.7 mmol) was added dropwise over 15 min. The mixture was then brought up to room temperature and stirred for 1 h. The mixture was washed with K2CO3 solution and extracted with EtOAc (3×30 mL). The EtOAc layer was washed with brine and dried (MgSO4). The solvent was evaporated off in-vacuo to give crude 1-(bromomethyl)naphthalen... The reactants are CC(C)(C)[O-], CS(C)=O, Fc1cccc(CBr)c1F, [K+], Nc1nc2[nH]c(=S)[nH]c(=O)c2s1. Product: Nc1nc2[nH]c(SCc3cccc(F)c3F)nc(=O)c2s1. Reaction SMILES: [CH3:1][C:2]([CH3:3])([O-:4])[CH3:5].[CH3:29][S:30](=[O:31])[CH3:32].[F:19][c:20]1[c:21]([CH2:22][Br:23])[cH:24][cH:25][cH:26][c:27]1[F:28].[K+:6].[NH2:7][c:8]1[s:9][c:10]2[c:11]([nH:12][c:13](=[S:17])[nH:14][c:15]2=[O:16])[n:18]1>>[NH2:7][c:8]1[s:9][c:10]2[c:11]([nH:12][c:13]([S:17][CH2:22][c:21]3[c:20]([F:19])[c:27]([F:28])[cH:26][cH:25][cH:24]3)[n:14][c:15]2=[O:16])[n:18]1. Reactants: NC1=CC2=C(C[C@H]3N(CC[C@@]2(C3(C)C)C)C(C(F)(F)F)=O)C=C1N (1-[(2R,6S)-8,9-diamino-6,11,11-trimethyl-1,2,5,6-tetrahydro-4H-2,6-methano-benzo[d]azocin-3-yl]-2,2,2-trifluoro-ethanone), C(C)(=O)O (acetic acid), N(=O)[O-].[Na+] (NaNO2). The solvent is O (water). Conditions: time 1 hour. The product is FC(C(=O)N1[C@@H]2CC3=C([C@](CC1)(C2(C)C)C)C=C2C(=C3)N=NN2)(F)F (2,2,2-Trifluoro-1-[(6R,10S)-5,6,7,8,9,10-hexahydro-10,12,12-trimethyl-6,10-methano-1H-triazolo[5,4-i][3]benzazocin-7-yl]-ethanone). As a reaction SMILES: [N:1]([O-])=O.[Na+].[NH2:5][C:6]1[C:27]([NH2:28])=[CH:26][C:9]2[CH2:10][C@@H:11]3[C:16]([CH3:18])([CH3:17])[C@:15]([CH3:19])([C:8]=2[CH:7]=1)[CH2:14][CH2:13][N:12]3[C:20](=[O:25])[C:21]([F:24])([F:23])[F:22].C(O)(=O)C>O>[F:23][C:21]([F:24])([F:22])[C:20]([N:12]1[CH2:13][CH2:14][C@:15]2([CH3:19])[C:16]([CH3:17])([CH3:18])[C@H:11]1[CH2:10][C:9]1[CH:26]=[C:27]3[N:28]=[N:1][NH:5][C:6]3=[CH:7][C:8]=12)=[O:25] |f:0.1|. Procedure: A solution of NaNO2 (330 mg) in water (2 mL) is slowly added to a flask charged with a stir bar, 1-[(2R,6S)-8,9-diamino-6,11,11-trimethyl-1,2,5,6-tetrahydro-4H-2,6-methano-benzo[d]azocin-3-yl]-2,2,2-trifluoro-ethanone (650 mg), and acetic acid (15 mL) and chilled in an ice bath. The resulting mixture is stirred in the cooling bath for 2 h and at ambient temperature for 1 h. Then, the solution is poured into ice-cold water and the precipitate formed is separated by filtration and dried to afford ... The reactants are FC1=NC=CC=C1[N+](=O)[O-] (2-fluoro-3-nitropyridine), FC(CO)F (2,2-difluoroethanol). Yields the product FC(COC1=NC=CC=C1[N+](=O)[O-])F (2-(2,2-Difluoroethoxy)-3-nitropyridine). Reaction SMILES: F[C:2]1[C:7]([N+:8]([O-:10])=[O:9])=[CH:6][CH:5]=[CH:4][N:3]=1.[F:11][CH:12]([F:15])[CH2:13][OH:14]>>[F:11][CH:12]([F:15])[CH2:13][O:14][C:2]1[C:7]([N+:8]([O-:10])=[O:9])=[CH:6][CH:5]=[CH:4][N:3]=1. Procedure details: Prepared analogously to example XII.1 using 2-fluoro-3-nitropyridine (142 mg) and 2,2-difluoroethanol (98 mg). Starting materials: [Li]CCCC, CCCCCC, CN(C)C=O, C1CCOC1, c1ccc2occc2c1. Yields the product O=Cc1cc2ccccc2o1. As a reaction SMILES: [CH2:16]([Li:17])[CH2:18][CH2:19][CH3:20].[CH3:10][CH2:11][CH2:12][CH2:13][CH2:14][CH3:15].[CH3:21][N:22]([CH:23]=[O:24])[CH3:25].[O:26]1[CH2:27][CH2:28][CH2:29][CH2:30]1.[o:1]1[cH:2][cH:3][c:4]2[c:5]1[cH:6][cH:7][cH:8][cH:9]2>>[o:1]1[c:2]([CH:23]=[O:24])[cH:3][c:4]2[c:5]1[cH:6][cH:7][cH:8][cH:9]2.